describe an organic reaction: reactants, conditions, products, and yield From a dataset of the Open Reaction Database (ORD), a public repository of structured organic reaction records. RXN SMILES: [Br:1][c:2]1[cH:3][c:4]([CH:5]=[O:6])[cH:7][c:8]([C:10]([F:11])([F:12])[F:13])[cH:9]1.[CH2:29]1[O:30][CH2:31][CH2:32][O:33][CH2:34]1.[Na+:14].[Na+:15].[O-:16][C:17](=[O:18])[O-:19].[cH:35]1[cH:36][cH:37][c:38]([P:39]([Pd:40]([P:41]([c:42]2[cH:43][cH:44][cH:45][cH:46][cH:47]2)([c:48]2[cH:49][cH:50][cH:51][cH:52][cH:53]2)[c:54]2[cH:55][cH:56][cH:57][cH:58][cH:59]2)([P:60]([c:61]2[cH:62][cH:63][cH:64][cH:65][cH:66]2)([c:67]2[cH:68][cH:69][cH:70][cH:71][cH:72]2)[c:73]2[cH:74][cH:75][cH:76][cH:77][cH:78]2)[P:79]([c:80]2[cH:81][cH:82][cH:83][cH:84][cH:85]2)([c:86]2[cH:87][cH:88][cH:89][cH:90][cH:91]2)[c:92]2[cH:93][cH:94][cH:95][cH:96][cH:97]2)([c:98]2[cH:99][cH:100][cH:101][cH:102][cH:103]2)[c:104]2[cH:105][cH:106][cH:107][cH:108][cH:109]2)[cH:110][cH:111]1.[n:20]1[cH:21][cH:22][c:23]([B:26]([OH:27])[OH:28])[cH:24][cH:25]1>>[c:2]1(-[c:23]2[cH:22][cH:21][n:20][cH:25][cH:24]2)[cH:3][c:4]([CH:5]=[O:6])[cH:7][c:8]([C:10]([F:11])([F:12])[F:13])[cH:9]1. Starting materials: O=Cc1cc(Br)cc(C(F)(F)F)c1, C1COCCO1, [Na+], [Na+], O=C([O-])[O-], c1ccc(P(c2ccccc2)(c2ccccc2)[Pd](P(c2ccccc2)(c2ccccc2)c2ccccc2)(P(c2ccccc2)(c2ccccc2)c2ccccc2)P(c2ccccc2)(c2ccccc2)c2ccccc2)cc1, OB(O)c1ccncc1. Yields the product O=Cc1cc(-c2ccncc2)cc(C(F)(F)F)c1. Starting materials: C=CC, C1CCC2CCCCC2C1, c1ccc2ccccc2c1. The product is CC(C)c1cccc2ccccc12. As a reaction SMILES: [CH2:11]=[CH:12][CH3:13].[CH2:14]1[CH:15]2[CH:16]([CH2:17][CH2:18][CH2:19][CH2:20]2)[CH2:21][CH2:22][CH2:23]1.[cH:1]1[cH:2][cH:3][c:4]2[cH:5][cH:6][cH:7][cH:8][c:9]2[cH:10]1>>[cH:1]1[cH:2][cH:3][c:4]2[cH:5][cH:6][cH:7][cH:8][c:9]2[c:10]1[CH:12]([CH3:11])[CH3:13]. The reactants are FC=1C=C(C=C(C1)F)C1=C(C(C2=CC(=CC=C12)O)=O)C=1C=NC=CC1 (3-(3,5-difluorophenyl)-6-hydroxy-2-(pyridin-3-yl)-1H-inden-1-one), C1=CC=C(C=C1)P(C2=CC=CC=C2)C3=CC=CC=C3 (PPh3), CC(C)OC(=O)/N=N/C(=O)OC(C)C (DIAD), BrC=1C(C2=CC(=CC=C2C1C1=CC=CC=C1)O)=O (2-bromo-6-hydroxy-3-phenyl-1H-inden-1-one), CC(CCO)C (3-methylbutan-1-ol). Conditions: time 4 hour. Product: FC=1C=C(C=C(C1)F)C1=C(C(C2=CC(=CC=C12)OCCC(C)C)=O)C=1C=NC=CC1 (3-(3,5-difluorophenyl)-6-(isopentyloxy)-2-(pyridin-3-yl)-1H-inden-1-one). Isolated yield 59.0%. RXN SMILES: [F:1][C:2]1[CH:3]=[C:4]([C:9]2[C:17]3[C:12](=[CH:13][C:14]([OH:18])=[CH:15][CH:16]=3)[C:11](=[O:19])[C:10]=2[C:20]2[CH:21]=[N:22][CH:23]=[CH:24][CH:25]=2)[CH:5]=[C:6]([F:8])[CH:7]=1.Br[C:27]1[C:28](=O)[C:29]2[C:34](C=1C1C=CC=CC=1)=CC=C(O)[CH:30]=2.CC(C)CCO.C1C=CC(P(C2C=CC=CC=2)C2C=CC=CC=2)=CC=1.CC(OC(/N=N/C(OC(C)C)=O)=O)C>>[F:8][C:6]1[CH:5]=[C:4]([C:9]2[C:17]3[C:12](=[CH:13][C:14]([O:18][CH2:27][CH2:28][CH:29]([CH3:34])[CH3:30])=[CH:15][CH:16]=3)[C:11](=[O:19])[C:10]=2[C:20]2[CH:21]=[N:22][CH:23]=[CH:24][CH:25]=2)[CH:3]=[C:2]([F:1])[CH:7]=1. Procedure details: The procedure of Step 6 of Example 1 was repeated except for using 3-(3,5-difluorophenyl)-6-hydroxy-2-(pyridin-3-yl)-1H-inden-1-one obtained in Step 1 of Example 64 as a starting material instead of 2-bromo-6-hydroxy-3-phenyl-1H-inden-1-one, 3-methylbutan-1-ol (2.0 eq) instead of 4-(2-hydroxyethyl)morpholine, using 2 equivalents of PPh3 and DIAD, being stirred for 4 h, and being purified by prep. HPLC (20% H2O/CH3CN) to provide the title compound (59%). Reactants: SiO2 chloroform, B(Br)(Br)Br (boron tribromide), COC1=CC=C(C=C1)CC1CC=2CC(C(NC2CC1)=O)C (3,4,5,6,7,8-Hexahydro-6-((4-methoxyphenyl)methyl)-3-methylquinolin-2[1H]-one), Example 1, Cl (HCl). Solvent: CO (methanol), ClCCl (dichloromethane). Product: hemihydrate, OC1=CC=C(C=C1)CC1CC=2CC(C(NC2CC1)=O)C (3,4,5,6,7,8-Hexahydro-6-((4-hydroxyphenyl)methyl)-3-methylquinolin-2[1H]-one). The yield is 81.9%. RXN SMILES: C[O:2][C:3]1[CH:8]=[CH:7][C:6]([CH2:9][CH:10]2[CH2:19][CH2:18][C:17]3[NH:16][C:15](=[O:20])[CH:14]([CH3:21])[CH2:13][C:12]=3[CH2:11]2)=[CH:5][CH:4]=1.B(Br)(Br)Br.Cl>ClCCl.CO>[OH:2][C:3]1[CH:4]=[CH:5][C:6]([CH2:9][CH:10]2[CH2:19][CH2:18][C:17]3[NH:16][C:15](=[O:20])[CH:14]([CH3:21])[CH2:13][C:12]=3[CH2:11]2)=[CH:7][CH:8]=1. Procedure: 3,4,5,6,7,8-Hexahydro-6-((4-methoxyphenyl)methyl)-3-methylquinolin-2[1H]-one (2.85 g) prepared according to Example 1 (2.85 g) was suspended in dichloromethane (5 ml) and cooled with ice and boron tribromide (3.3 ml) was added. The mixture was left to stir until tlc (SiO2 /chloroform) showed no starting material remained and then the mixture was quenched by slow addition of water (10 ml). The reaction mixture was further diluted with water and the resulting solid was isolated by filtration. The ... Reactants: C[Si](CCOCN(C1=CC(=NC=2N1N=CC2I)C2CCC(CC2)CC(=O)OCC)COCC[Si](C)(C)C)(C)C (ethyl 2-(4-(7-(bis((2-(trimethylsilyl)ethoxy)methyl)amino)-3-iodopyrazolo[1,5-a]pyrimidin-5-yl)cyclohexyl)acetate), C[Si](CCOCN(C1=CC(=NC=2N1N=CC2)C2CC(CC2)CC#N)COCC[Si](C)(C)C)(C)C (2-(3-(7-(bis((2-(trimethylsilyl)ethoxy)methyl)amino)pyrazolo[1,5-a]pyrimidin-5-yl)cyclopentyl)acetonitrile), C[Si](CCOCN(C1=CC(=NC=2N1N=CC2)C2CCC(CC2)CC(=O)OCC)COCC[Si](C)(C)C)(C)C (ethyl 2-(4-(7-(bis((2-(trimethylsilyl)ethoxy)methyl)amino)pyrazolo[1,5-a]pyrimidin-5-yl)cyclohexyl)acetate). Product: C[Si](CCOCN(C1=CC(=NC=2N1N=CC2I)C2CC(CCC2)CC(=O)OCC)COCC[Si](C)(C)C)(C)C (Ethyl 2-(3-(7-(bis((2-(trimethylsilyl)ethoxy)methyl)amino)-3-iodopyrazolo[1,5-a]pyrimidin-5-yl)cyclohexyl)acetate). As a reaction SMILES: [CH3:1][Si:2]([CH3:39])([CH3:38])[CH2:3][CH2:4][O:5][CH2:6][N:7]([CH2:30][O:31][CH2:32][CH2:33][Si:34]([CH3:37])([CH3:36])[CH3:35])[C:8]1[N:13]2[N:14]=[CH:15][C:16]([I:17])=[C:12]2[N:11]=[C:10](C2CCC(CC(OCC)=O)CC2)[CH:9]=1.C[Si](C)(C)CCOCN(COCC[Si](C)(C)C)C1N2N=CC=C2N=C(C2CCC(CC#N)C2)C=1.C[Si](C)(C)CCOCN(COCC[Si](C)(C)C)C1N2N=CC=C2N=C([CH:90]2[CH2:95][CH2:94][CH:93]([CH2:96][C:97]([O:99][CH2:100][CH3:101])=[O:98])[CH2:92][CH2:91]2)C=1>>[CH3:1][Si:2]([CH3:38])([CH3:39])[CH2:3][CH2:4][O:5][CH2:6][N:7]([CH2:30][O:31][CH2:32][CH2:33][Si:34]([CH3:36])([CH3:35])[CH3:37])[C:8]1[N:13]2[N:14]=[CH:15][C:16]([I:17])=[C:12]2[N:11]=[C:10]([CH:95]2[CH2:90][CH2:91][CH2:92][CH:93]([CH2:96][C:97]([O:99][CH2:100][CH3:101])=[O:98])[CH2:94]2)[CH:9]=1. Procedure details: Ethyl 2-(3-(7-(bis((2-(trimethylsilyl)ethoxy)methyl)amino)-3-iodopyrazolo[1,5-a]pyrimidin-5-yl)cyclohexyl)acetate was synthesized in a manner similar to the synthesis of ethyl 2-(4-(7-(bis((2-(trimethylsilyl)ethoxy)methyl)amino)-3-iodopyrazolo[1,5-a]pyrimidin-5-yl)cyclohexyl)acetate, but with 2-(3-(7-(bis((2-(trimethylsilyl)ethoxy)methyl)amino)pyrazolo[1,5-a]pyrimidin-5-yl)cyclopentyl)acetonitrile substituted for ethyl 2-(4-(7-(bis((2-(trimethylsilyl)ethoxy)methyl)amino)pyrazolo[1,5-a]pyrimidin-... Starting materials: ice, C(C)(C)NC(C)C (diisopropylamine), CI (methyl iodide), ClC1=CC(=C(C(=O)O)C=C1)C (4-chloro-2-methylbenzoic acid). The solvent is O1CCCC1 (tetrahydrofuran), O1CCCC1 (tetrahydrofuran), C(CCC)[Li] (butyl lithium), CCCCCC (hexane). Run at time 15 minute. Product: ClC1=CC(=C(C(=O)O)C=C1)CC (4-chloro-2-ethylbenzoic acid). RXN SMILES: C(N[CH:5]([CH3:7])[CH3:6])(C)C.[Cl:8][C:9]1[CH:17]=C[C:12]([C:13]([OH:15])=[O:14])=[C:11](C)[CH:10]=1.CI>O1CCCC1.C([Li])CCC.CCCCCC>[Cl:8][C:9]1[CH:10]=[CH:11][C:12]([C:13]([OH:15])=[O:14])=[C:7]([CH2:5][CH3:6])[CH:17]=1. Procedure: The starting material is prepared as follows: To the ice-cooled, stirred solution of 9.6 ml of diisopropylamine in 200 ml of tetrahydrofuran, 42 ml of 1.6 molar butyl lithium in hexane are slowly added, followed by the solution of 5.1 g of 4-chloro-2-methylbenzoic acid in 60 ml of tetrahydrofuran. The mixture is stirred for 15 minutes at 0°, then cooled to -70° and 7.5 ml of methyl iodide are slowly added. It is allowed to warm to 0°, quenched with water, the aqueous layer separated and acidifie... Starting materials: O1C(CCC=C1)CO ((±)-3,4-dihydro-2H-pyran-2-methanol), C(C)(=O)OC(C)=O (acetic anhydride), resultant mixture, N1=CC=CC=C1 (pyridine). Run in hexanes, C(C)(=O)OCC (ethyl acetate). Reaction conditions: temperature 0 celsius. The product is C(C)(=O)OCC1OC=CCC1 ((±)-3,4-dihydro-2H-pyran-2-yl-methyl acetate). Yield: 86.0%. As a reaction SMILES: [O:1]1[CH:6]=[CH:5][CH2:4][CH2:3][CH:2]1[CH2:7][OH:8].[C:9](OC(=O)C)(=[O:11])[CH3:10].N1C=CC=CC=1>C(OCC)(=O)C>[C:9]([O:8][CH2:7][CH:2]1[CH2:3][CH2:4][CH:5]=[CH:6][O:1]1)(=[O:11])[CH3:10]. Reported procedure: A mixture of (±)-3,4-dihydro-2H-pyran-2-methanol (514 g, 4.51 mol, 1 eq) and acetic anhydride (621 g, 6.09 mol, 1.35 eq) was cooled to 0° C. To the resultant mixture was added pyridine (35.6 g, 0.45 mol, 0.1 eq) and the resultant reaction mixture was allowed to warm to room temperature with stirring. The resultant reaction mixture was allowed to stir for an additional 8 hours after reaching room temperature and was shown to be complete by thin-layer chromatography (2:1 hexanes:ethyl acetate, 12 ... Reported procedure: A solution of 120 mg of 60% oily sodium hydride in 20 ml of ethanol was added to 1.0 g of 4-(3-chloro-4-methoxybenzyl)amino-1,6-dichlorophthalazine prepared in Example 27. The obtained mixture was heated at 150° C. in a sealed tube overnight, cooled and concentrated in a vacuum. The residue was dissolved in ethyl acetate. The obtained solution was washed with water and a saturated aqueous solution of common salt, dried over anhydrous magnesium sulfate and concentrated in a vacuum. The obtained r... Reactants: [H-].[Na+] (sodium hydride), ClC=1C=C(CNC2=NN=C(C3=CC=C(C=C23)Cl)Cl)C=CC1OC (4-(3-Chloro-4-methoxybenzyl)amino-1,6-dichlorophthalazine), C(C)O (ethanol). Product: ClC=1C=C2C(=NN=C(C2=CC1)OCC)NCC1=CC(=C(C=C1)OC)Cl (6-Chloro-4-(3-chloro-4-methoxybenzyl)amino-1-ethoxyphthalazine). Run at temperature 150 celsius. RXN SMILES: [H-].[Na+].[Cl:3][C:4]1[CH:5]=[C:6]([CH:21]=[CH:22][C:23]=1[O:24][CH3:25])[CH2:7][NH:8][C:9]1[C:18]2[C:13](=[CH:14][CH:15]=[C:16]([Cl:19])[CH:17]=2)[C:12](Cl)=[N:11][N:10]=1.[CH2:26]([OH:28])[CH3:27]>>[Cl:19][C:16]1[CH:17]=[C:18]2[C:13](=[CH:14][CH:15]=1)[C:12]([O:28][CH2:26][CH3:27])=[N:11][N:10]=[C:9]2[NH:8][CH2:7][C:6]1[CH:21]=[CH:22][C:23]([O:24][CH3:25])=[C:4]([Cl:3])[CH:5]=1 |f:0.1|. Starting materials: CCCCO, Nc1nc(Cl)nc2c1ncn2Cc1ccccc1. The product is CCCCOc1nc(N)c2ncn(Cc3ccccc3)c2n1. As a reaction SMILES: [CH2:19]([CH2:20][CH2:21][CH3:22])[OH:23].[NH2:1][c:2]1[c:3]2[n:4][cH:5][n:6]([CH2:12][c:13]3[cH:14][cH:15][cH:16][cH:17][cH:18]3)[c:7]2[n:8][c:9]([Cl:11])[n:10]1>>[NH2:1][c:2]1[c:3]2[n:4][cH:5][n:6]([CH2:12][c:13]3[cH:14][cH:15][cH:16][cH:17][cH:18]3)[c:7]2[n:8][c:9]([O:23][CH2:19][CH2:20][CH2:21][CH3:22])[n:10]1.